Dataset: the Open Reaction Database (ORD), a public repository of structured organic reaction records. Task: describe an organic reaction: reactants, conditions, products, and yield The reactants are [Al+3], C=C1CC(=O)OC1=O, [Cl-], [Cl-], [Cl-], Clc1ccc(-c2ccccc2)cc1, Clc1ccccc1, O. Yields the product C=C(CC(=O)c1ccc(-c2ccc(Cl)cc2)cc1)C(=O)O. As a reaction SMILES: [Al+3:2].[C:12]1(=[O:19])[C:13](=[CH2:14])[CH2:15][C:16](=[O:17])[O:18]1.[Cl-:1].[Cl-:3].[Cl-:4].[Cl:20][c:21]1[cH:22][cH:23][c:24](-[c:27]2[cH:28][cH:29][cH:30][cH:31][cH:32]2)[cH:25][cH:26]1.[Cl:5][c:6]1[cH:7][cH:8][cH:9][cH:10][cH:11]1.[OH2:33]>>[C:12]([C:13](=[CH2:14])[CH2:15][C:16](=[O:17])[c:30]1[cH:29][cH:28][c:27](-[c:24]2[cH:23][cH:22][c:21]([Cl:20])[cH:26][cH:25]2)[cH:32][cH:31]1)([OH:18])=[O:19]. Reactants: C#C[Si](C)(C)C, CCOC(C)=O, ClCCl, [Cu]I, CC(C)n1cc(-c2nc(Br)c(N)nc2-c2ccccc2)ccc1=O, O, Cl[Pd]Cl, c1ccc(P(c2ccccc2)c2ccccc2)cc1, c1ccc(P(c2ccccc2)c2ccccc2)cc1. Yields the product CC(C)n1cc(-c2nc(C#C[Si](C)(C)C)c(N)nc2-c2ccccc2)ccc1=O. As a reaction SMILES: [C:25](#[CH:26])[Si:27]([CH3:28])([CH3:29])[CH3:30].[CH3:78][CH2:79][O:80][C:81]([CH3:82])=[O:83].[Cl:31][CH2:32][Cl:33].[Cu:76][I:77].[NH2:1][c:2]1[n:3][c:4](-[c:19]2[cH:20][cH:21][cH:22][cH:23][cH:24]2)[c:5](-[c:9]2[cH:10][cH:11][c:12](=[O:18])[n:13]([CH:15]([CH3:16])[CH3:17])[cH:14]2)[n:6][c:7]1[Br:8].[OH2:34].[Pd:35]([Cl:36])[Cl:37].[c:38]1([P:39]([c:40]2[cH:41][cH:42][cH:43][cH:44][cH:45]2)[c:46]2[cH:47][cH:48][cH:49][cH:50][cH:51]2)[cH:52][cH:53][cH:54][cH:55][cH:56]1.[c:57]1([P:58]([c:59]2[cH:60][cH:61][cH:62][cH:63][cH:64]2)[c:65]2[cH:66][cH:67][cH:68][cH:69][cH:70]2)[cH:71][cH:72][cH:73][cH:74][cH:75]1>>[NH2:1][c:2]1[n:3][c:4](-[c:19]2[cH:20][cH:21][cH:22][cH:23][cH:24]2)[c:5](-[c:9]2[cH:10][cH:11][c:12](=[O:18])[n:13]([CH:15]([CH3:16])[CH3:17])[cH:14]2)[n:6][c:7]1[C:26]#[C:25][Si:27]([CH3:28])([CH3:29])[CH3:30]. Reactants: ClCCl, COc1ccc2c(c1)C1CC1C(=O)N2C, [Cl-], [Cl-], [Cl-], [Cl-], COC(Cl)Cl, [Ti+4]. Yields the product COc1cc2c(cc1C=O)N(C)C(=O)C1CC21. As a reaction SMILES: [CH2:26]([Cl:27])[Cl:28].[CH3:1][O:2][c:3]1[cH:4][cH:5][c:6]2[c:11]([cH:12]1)[CH:10]1[CH:9]([C:8](=[O:14])[N:7]2[CH3:15])[CH2:13]1.[Cl-:21].[Cl-:22].[Cl-:23].[Cl-:24].[Cl:16][CH:17]([O:19][CH3:18])[Cl:20].[Ti+4:25]>>[CH3:1][O:2][c:3]1[c:4]([CH:17]=[O:19])[cH:5][c:6]2[c:11]([cH:12]1)[CH:10]1[CH:9]([C:8](=[O:14])[N:7]2[CH3:15])[CH2:13]1. Reactants: CCC1CC(=O)CC1c1nnc2cnc3[nH]ccc3n12, CCO, NOCC1CC1, Cl. Product: CCC1CC(=NOCC2CC2)CC1c1nnc2cnc3[nH]ccc3n12. As a reaction SMILES: [CH2:1]([CH3:2])[CH:3]1[CH2:4][C:5](=[O:20])[CH2:6][CH:7]1[c:8]1[n:9][n:10][c:11]2[n:12]1[c:13]1[c:14]([n:15][cH:16]2)[nH:17][cH:18][cH:19]1.[CH3:28][CH2:29][OH:30].[CH:22]1([CH2:25][O:26][NH2:27])[CH2:23][CH2:24]1.[ClH:21]>>[CH2:1]([CH3:2])[CH:3]1[CH2:4][C:5](=[N:27][O:26][CH2:25][CH:22]2[CH2:23][CH2:24]2)[CH2:6][CH:7]1[c:8]1[n:9][n:10][c:11]2[n:12]1[c:13]1[c:14]([n:15][cH:16]2)[nH:17][cH:18][cH:19]1. The reactants are C(CCC)OP([O-])[O-] (butylphosphite), C[Si](N[Si](C)(C)C)(C)C (hexamethyldisilazane), C(C)(=O)O[C@H](C(=O)Cl)C (2(S)-acetoxypropionyl chloride). Reaction conditions: temperature 15 celsius. Product: P(OCCCC)(OC([C@H](C)OC(C)=O)=O)=O (butyl 2(S)-acetoxypropionyl phosphonate). Isolated yield 109.9%. RXN SMILES: [CH2:1]([O:5][P:6]([O-:8])[O-:7])[CH2:2][CH2:3][CH3:4].C[Si](C)(C)N[Si](C)(C)C.[C:18]([O:21][C@@H:22]([CH3:26])[C:23](Cl)=[O:24])(=[O:20])[CH3:19]>>[PH:6](=[O:8])([O:7][C:23](=[O:24])[C@@H:22]([O:21][C:18](=[O:20])[CH3:19])[CH3:26])[O:5][CH2:1][CH2:2][CH2:3][CH3:4]. Reported procedure: A mixture of di-ter.butylphosphite (2.13 g; 0.11 mol) and hexamethyldisilazane (8.87 g; 0.055 mol) was kept under nitrogen at 100° C. for 2 hours. The mixture was slowly cooled at 15° C. 2(S)-acetoxypropionyl chloride (15.0 g; 0.1 mol) was added under nitrogen at 15° C. in 15 minutes, thereafter the low-boiling compounds were removed by distillation under vacuum (20°-30° C./10 mmHg). Di-ter.butyl 2(S)-acetoxypropionyl phosphonate (27.72 g) was thereby obtained as oil. Reactants: C1(=CC=CC=C1)C=1OC=CN1 (2-phenyloxazole), heterocycle, O1C=NC=C1 (1,3-oxazole). Yields the product C1(=CC=CC=C1)C=1OC(=CN1)C1=CC=CC=C1 (2,5-Diphenyloxazole). Reaction SMILES: [C:1]1([C:7]2[O:8][CH:9]=[CH:10][N:11]=2)[CH:6]=[CH:5][CH:4]=[CH:3][CH:2]=1.O1[CH:16]=[CH:15]N=C1>>[C:1]1([C:7]2[O:8][C:9]([C:16]3[CH:15]=[CH:3][CH:2]=[CH:1][CH:6]=3)=[CH:10][N:11]=2)[CH:2]=[CH:3][CH:4]=[CH:5][CH:6]=1. Procedure: FIG. 11 shows the molecular structures of the resultant molecule 2-phenyloxazole when the starting heterocycle is 1,3-oxazole, and its 1H NMR spectrum. 2,5-Diphenyloxazole is also produced in the synthesis. The synthesis of 2-phenyloxazole and 2,5-diphenyloxazole is conducted using copper(I) iodide (19.1 mg, 0.1 mmol), oxazole (69 mg, 1.0 mmol), iodobenzene (612 mg, 3.0 mmol), t-BuOLi (160 mg, 2.0 mmol), and DMF (1.0 mL). After column chromatography (hexanes, then 10% ethyl acetate in hexanes) a... The reactants are C1CCOC1 (THF), C(C(=O)O)(=O)O (oxalic acid), COC(CNC(=O)OCC1=CC=CC=C1)OC (N-benzyloxycarbonyl aminoacetaldehyde dimethyl acetal). The solvent is O (water). The product is C(C1=CC=CC=C1)OC(=O)NCC=O (N-Benzyloxycarbonyl aminoacetaldehyde). The yield is 50.0%. Reaction SMILES: C1COCC1.C(O)(=O)C(O)=O.C[O:13][CH:14](OC)[CH2:15][NH:16][C:17]([O:19][CH2:20][C:21]1[CH:26]=[CH:25][CH:24]=[CH:23][CH:22]=1)=[O:18]>O>[CH2:20]([O:19][C:17]([NH:16][CH2:15][CH:14]=[O:13])=[O:18])[C:21]1[CH:26]=[CH:25][CH:24]=[CH:23][CH:22]=1. Reported procedure: To a solution of 80 ml THF, 40 ml water, and 800 mg oxalic acid was added 9.6 g (40 mmol) of N-benzyloxycarbonyl aminoacetaldehyde dimethyl acetal, and refluxed for 4 days. The THF was removed under reduced pressure and the remaining solution was extracted with ether (3×100 ml), the ether fractions were combined and dried over anhydrous sodium sulfate. The ether was removed under reduced pressure and the remaining solution was purified by flash chromatography (hexane and ethyl acetate 3:1 then 1... The product is C1(CC1)C1=CC=C(C=C1)CC(=O)N[C@@H](C1=CC=C(C=C1)CCC)C=1N=NN(C1)C (2-(4-cyclopropylphenyl)-N-[(S)-(1-methyl-1H-1,2,3-triazol-4-yl)(4-propylphenyl)methyl]acetamide). Yield: 30.6%. The reactants are BrC1=CC=C(C=C1)[C@H](NC(CC1=CC=C(C=C1)C1CC1)=O)C=1N=NN(C1)C (N-[(S)-(4-bromophenyl)(1-methyl-1H-1,2,3-triazol-4-yl)methyl]-2-(4-cyclopropylphenyl)acetamide), C(CC)B(O)O (n-propylboronic acid), solid, C([O-])([O-])=O.[K+].[K+] (potassium carbonate). RXN SMILES: Br[C:2]1[CH:7]=[CH:6][C:5]([C@@H:8]([C:22]2[N:23]=[N:24][N:25]([CH3:27])[CH:26]=2)[NH:9][C:10](=[O:21])[CH2:11][C:12]2[CH:17]=[CH:16][C:15]([CH:18]3[CH2:20][CH2:19]3)=[CH:14][CH:13]=2)=[CH:4][CH:3]=1.[CH2:28](B(O)O)[CH2:29][CH3:30].C(=O)([O-])[O-].[K+].[K+]>C1COCC1.C(Cl)Cl.C1C=CC(P(C2C=CC=CC=2)[C-]2C=CC=C2)=CC=1.C1C=CC(P(C2C=CC=CC=2)[C-]2C=CC=C2)=CC=1.Cl[Pd]Cl.[Fe+2].C(Cl)Cl.[Ag-]=O>[CH:18]1([C:15]2[CH:16]=[CH:17][C:12]([CH2:11][C:10]([NH:9][C@H:8]([C:22]3[N:23]=[N:24][N:25]([CH3:27])[CH:26]=3)[C:5]3[CH:6]=[CH:7][C:2]([CH2:28][CH2:29][CH3:30])=[CH:3][CH:4]=3)=[O:21])=[CH:13][CH:14]=2)[CH2:20][CH2:19]1 |f:2.3.4,7.8.9.10.11|. Run in C1CCOC1 (THF), C(Cl)Cl (CH2Cl2). Reagents/catalysts: C1=CC=C(C=C1)P([C-]2C=CC=C2)C3=CC=CC=C3.C1=CC=C(C=C1)P([C-]2C=CC=C2)C3=CC=CC=C3.Cl[Pd]Cl.[Fe+2].C(Cl)Cl (PdCl2(dppf) CH2Cl2), [Ag-]=O (Silver(I) oxide). Procedure details: To a solution of 0.086 g (0.202 mmol) N-[(S)-(4-bromophenyl)(1-methyl-1H-1,2,3-triazol-4-yl)methyl]-2-(4-cyclopropylphenyl)acetamide in 1.0 ml THF was added 0.021 g (0.243 mmol) n-propylboronic acid, 0.017 g (0.020 mmol) PdCl2(dppf)-CH2Cl2 adduct, 0.084 g (0.607 mmol) solid potassium carbonate, and 0.117 g (0.607 mmol) Silver(I) oxide. The reaction mixture was irradiated in the microwave at 150° C. for 30 mins. The resulting solution was diluted with CH2Cl2, washed twice with water, dried over s... Starting materials: OOS(=O)[O-].[K+] (Oxone), CC=1N=C(SC1C1=CC=C(C=C1)SC)NC1=NC=CN=C1 ([4-Methyl-5-(4-methylsulfanyl-phenyl)-thiazol-2-yl]-pyrazin-2-yl-amine), CC(=O)C.O (acetone water). Product: CS(=O)(=O)C1=CC=C(C=C1)C1=C(N=C(S1)NC1=NC=CN=C1)C ([5-(4-Methanesulfonyl-phenyl)-4-methyl-thiazol-2-yl]-pyrazin-2-yl-amine). RXN SMILES: O[O:2][S:3]([O-:5])=O.[K+].[CH3:7][C:8]1[N:9]=[C:10]([NH:21][C:22]2[CH:27]=[N:26][CH:25]=[CH:24][N:23]=2)[S:11][C:12]=1[C:13]1[CH:18]=[CH:17][C:16](SC)=[CH:15][CH:14]=1.[CH3:28]C(C)=O.O>>[CH3:28][S:3]([C:16]1[CH:17]=[CH:18][C:13]([C:12]2[S:11][C:10]([NH:21][C:22]3[CH:27]=[N:26][CH:25]=[CH:24][N:23]=3)=[N:9][C:8]=2[CH3:7])=[CH:14][CH:15]=1)(=[O:5])=[O:2] |f:0.1,3.4|. Procedure details: Oxone (Potassium peroxymonosulfate) (0.417 g, 0.77 mmol) is added to a stirred solution of [4-methyl-5-(4-methylsulfanyl-phenyl)-thiazol-2-yl]-pyrazin-2-yl-amine (27c) (0.05 g, 0.16 mmol) in acetone-water (9:1). After 2 hours at room temperature the solid precipitate is removed by filtration. The solid is dissolved in methanol, filtered to remove oxone and the solvent is removed from the filtrate to afford the title compound as a yellow solid (0.022 g).